Task: describe an organic reaction: reactants, conditions, products, and yield. Dataset: the Open Reaction Database (ORD), a public repository of structured organic reaction records Starting materials: Brc1ccc(Br)cc1, COc1cc2c(cc1S(=O)(=O)F)CCN(C)CC2, [Li]CCCC, C1CCOC1. The product is COc1cc2c(cc1S(=O)(=O)c1ccc(Br)cc1)CCN(C)CC2. Reaction SMILES: [Br:1][c:2]1[cH:3][cH:4][c:5]([Br:6])[cH:7][cH:8]1.[CH3:14][O:15][c:16]1[c:17]([S:28](=[O:29])(=[O:30])[F:31])[cH:18][c:19]2[c:20]([cH:27]1)[CH2:21][CH2:22][N:23]([CH3:26])[CH2:24][CH2:25]2.[Li:9][CH2:10][CH2:11][CH2:12][CH3:13].[O:32]1[CH2:33][CH2:34][CH2:35][CH2:36]1>>[c:2]1([S:28]([c:17]2[c:16]([O:15][CH3:14])[cH:27][c:20]3[c:19]([cH:18]2)[CH2:25][CH2:24][N:23]([CH3:26])[CH2:22][CH2:21]3)(=[O:29])=[O:30])[cH:3][cH:4][c:5]([Br:6])[cH:7][cH:8]1. Reactants: CO, CI, CS(=O)(=O)Nc1ccc(C(O)Cn2ccnc2)cc1. Yields the product [I-], Cn1cc[n+](CC(O)c2ccc(NS(C)(=O)=O)cc2)c1. RXN SMILES: [CH3:22][OH:23].[I:20][CH3:21].[OH:1][CH:2]([CH2:3][n:4]1[cH:5][n:6][cH:7][cH:8]1)[c:9]1[cH:10][cH:11][c:12]([NH:15][S:16](=[O:17])(=[O:18])[CH3:19])[cH:13][cH:14]1>>[I-:20].[OH:1][CH:2]([CH2:3][n+:4]1[cH:5][n:6]([CH3:21])[cH:7][cH:8]1)[c:9]1[cH:10][cH:11][c:12]([NH:15][S:16](=[O:17])(=[O:18])[CH3:19])[cH:13][cH:14]1. Reactants: [Cl-], CC(=O)Nc1cc(F)c(Sc2ccc(C)cc2[N+](=O)[O-])c(F)c1, [NH4+]. Product: CC(=O)Nc1cc(F)c(Sc2ccc(C)cc2N)c(F)c1. RXN SMILES: [Cl-:24].[F:1][c:2]1[cH:3][c:4]([NH:20][C:21]([CH3:22])=[O:23])[cH:5][c:6]([F:19])[c:7]1[S:8][c:9]1[c:10]([N+:16]([O-:17])=[O:18])[cH:11][c:12]([CH3:15])[cH:13][cH:14]1.[NH4+:25]>>[F:1][c:2]1[cH:3][c:4]([NH:20][C:21]([CH3:22])=[O:23])[cH:5][c:6]([F:19])[c:7]1[S:8][c:9]1[c:10]([NH2:16])[cH:11][c:12]([CH3:15])[cH:13][cH:14]1. The reactants are C(CC)N1CCC(C2=CC(=CC(=C12)/C(=C(\CO)/F)/C)C(C)C)(C)C ((E)-3-(1-n-propyl-6-isopropyl-4,4-dimethyl-1,2,3,4-tetrahydro-quinolin-8-yl)-2-fluoro-but-2-en-1-ol), C(CC)N1CCC(C2=CC(=CC(=C12)/C(=C(\CO)/F)/C)C(C)C)(C)C ((E)-3-(1-n-propyl-6-isopropyl-4,4-dimethyl-1,2,3,4-tetrahydro-quinolin-8-yl)-2-fluoro-but-2-en-1-ol), C[N+]1(CCOCC1)[O-] (N-methylmorpholine N-oxide). The product is F\C(\C=O)=C(/C)\C=1C=C(C=C2C(CCN(C12)CCC)(C)C)C(C)C ((E)-2-Fluoro-3-(6-isopropyl-4,4-dimethyl-1-n-propyl-1,2,3,4-tetrahydro-quinolin-8-yl)-but-2-enal). Reaction SMILES: [CH2:1]([N:4]1[C:13]2[C:8](=[CH:9][C:10]([CH:20]([CH3:22])[CH3:21])=[CH:11][C:12]=2/[C:14](/[CH3:19])=[C:15](/[F:18])\[CH2:16][OH:17])[C:7]([CH3:24])([CH3:23])[CH2:6][CH2:5]1)[CH2:2][CH3:3].C[N+]1([O-])CCOCC1>>[F:18]/[C:15](=[C:14](/[C:12]1[CH:11]=[C:10]([CH:20]([CH3:21])[CH3:22])[CH:9]=[C:8]2[C:13]=1[N:4]([CH2:1][CH2:2][CH3:3])[CH2:5][CH2:6][C:7]2([CH3:24])[CH3:23])\[CH3:19])/[CH:16]=[O:17]. Procedure: Following General Procedure G, (E)-3-(1-n-propyl-6-isopropyl-4,4-dimethyl-1,2,3,4-tetrahydro-quinolin-8-yl)-2-fluoro-but-2-en-1-ol (Intermediate 20, 1.34 g, 4.04 mmol) and N-methylmorpholine N-oxide (947 mg, 8.08 mmol) were reacted to give the title compound as a bright yellow oil. The reactants are CN(C)C1=NC=CC=C1 (dimethylaminopyridine), C1(=CC=CC=C1)C (toluene), ClC=1C(=C(C(=C2CC(CC12)(C)CC)C)C)C1CC(CC(C1)=O)=O (5-(7-chloro-2-ethyl-2,4,5-trimethylindan-6-yl)-cyclohexane-1,3-dione), anhydride, C1(=CC=CC=C1)C (toluene). Yields the product ClC=1C(=C(C(=C2CC(CC12)(C)CC)C)C)C1CC=C(C(C1)=O)C(CCC)=O (5-(7-Chloro-2-ethyl-2,4,5-trimethylindan-6-yl)-2-butyryl-cyclohex-2-en-1-one). Isolated yield 53.0%. RXN SMILES: [Cl:1][C:2]1[C:3]([CH:16]2[CH2:21][C:20](=[O:22])[CH2:19][C:18](=[O:23])[CH2:17]2)=[C:4]([CH3:15])[C:5]([CH3:14])=[C:6]2[C:10]=1[CH2:9][C:8]([CH2:12][CH3:13])([CH3:11])[CH2:7]2.CN([C:27]1[CH:32]=CC=CN=1)C.[C:33]1(C)C=CC=C[CH:34]=1>>[Cl:1][C:2]1[C:3]([CH:16]2[CH2:21][C:20](=[O:22])[C:19]([C:18](=[O:23])[CH2:17][CH2:33][CH3:34])=[CH:32][CH2:27]2)=[C:4]([CH3:15])[C:5]([CH3:14])=[C:6]2[C:10]=1[CH2:9][C:8]([CH2:12][CH3:13])([CH3:11])[CH2:7]2. Procedure: To a solution 7.12 g of the 5-(7-chloro-2-ethyl-2,4,5-trimethylindan-6-yl)-cyclohexane-1,3-dione in 70 ml of absolute toluene was added 15 ml of buryric anhydride. After refluxing for 4 hours, toluene and excess butyric anhydride were evaporated under reduced pressure to afford a residue. To the solution of the residue in 100 ml of toluene was added 0.56 g of dimethylaminopyridine and refluxed for 20 hours. The reaction mixture was evaporated under reduced pressure. The residue was purified by s...